This data is from the Open Reaction Database (ORD), a public repository of structured organic reaction records. The task is: describe an organic reaction: reactants, conditions, products, and yield Reactants: COC=1C=C(CC2NCCC3=CC(=C(C=C23)OC)OC)C=CC1OC (1-(3,4-Dimethoxy-benzyl)-6,7-dimethoxy-1,2,3,4-tetrahydroisoquinoline), BrCC(=O)Br (2-bromoacetyl bromide), CC1=CC=C(CN)C=C1 (4-methylbenzylamine). Yields the product COC=1C=C(CC2N(CCC3=CC(=C(C=C23)OC)OC)CC(=O)NCC2=CC=C(C=C2)C)C=CC1OC (2-[1-(3,4-Dimethoxy-benzyl)-6,7-dimethoxy-3,4-dihydro-1H-isoquinolin-2-yl]-N-(4-methyl-benzyl)-acetamide). Reaction SMILES: [CH3:1][O:2][C:3]1[CH:4]=[C:5]([CH:21]=[CH:22][C:23]=1[O:24][CH3:25])[CH2:6][CH:7]1[C:16]2[C:11](=[CH:12][C:13]([O:19][CH3:20])=[C:14]([O:17][CH3:18])[CH:15]=2)[CH2:10][CH2:9][NH:8]1.Br[CH2:27][C:28](Br)=[O:29].[CH3:31][C:32]1[CH:39]=[CH:38][C:35]([CH2:36][NH2:37])=[CH:34][CH:33]=1>>[CH3:1][O:2][C:3]1[CH:4]=[C:5]([CH:21]=[CH:22][C:23]=1[O:24][CH3:25])[CH2:6][CH:7]1[C:16]2[C:11](=[CH:12][C:13]([O:19][CH3:20])=[C:14]([O:17][CH3:18])[CH:15]=2)[CH2:10][CH2:9][N:8]1[CH2:27][C:28]([NH:37][CH2:36][C:35]1[CH:38]=[CH:39][C:32]([CH3:31])=[CH:33][CH:34]=1)=[O:29]. Reported procedure: prepared by reaction of 1-(3,4-Dimethoxy-benzyl)-6,7-dimethoxy-1,2,3,4-tetrahydroisoquinoline and 2-bromoacetyl bromide with 4-methylbenzylamine The reactants are C=CC(O)c1nc2n(c(=O)c1Cc1ccccc1)CCCC2, CCOC(C)=O, [H][H]. RXN SMILES: [CH2:1]([c:2]1[cH:3][cH:4][cH:5][cH:6][cH:7]1)[c:8]1[c:9]([CH:19]([CH:20]=[CH2:21])[OH:22])[n:10][c:11]2[n:12]([c:13]1=[O:14])[CH2:15][CH2:16][CH2:17][CH2:18]2.[CH3:25][CH2:26][O:27][C:28](=[O:29])[CH3:30].[H:23][H:24]>>[CH2:1]([c:2]1[cH:3][cH:4][cH:5][cH:6][cH:7]1)[c:8]1[c:9]([CH:19]([CH2:20][CH3:21])[OH:22])[n:10][c:11]2[n:12]([c:13]1=[O:14])[CH2:15][CH2:16][CH2:17][CH2:18]2. The product is CCC(O)c1nc2n(c(=O)c1Cc1ccccc1)CCCC2. The reactants are CN(C=CC(=O)C1=CC=C(C(=O)OC)C=C1)C (methyl 4-(3-dimethylamino-acryloyl)-benzoate), C(C)(=O)C1=CC=CC=C1 (acetophenone), C(C)(=O)[O-].[NH4+] (ammonium acetate), C(C)(=O)O (acetic acid). Run at temperature 80 celsius. The product is C1(=CC=CC=C1)C1=CC=CC(=N1)C=1C=C(C(=O)OC)C=CC1 (methyl 3-(6-phenyl-pyridin-2-yl)-benzoate). As a reaction SMILES: CN(C)C=CC([C:7]1[CH:16]=[CH:15][C:10]([C:11]([O:13][CH3:14])=[O:12])=[CH:9][CH:8]=1)=O.[C:18]([C:21]1[CH:26]=[CH:25][CH:24]=[CH:23][CH:22]=1)(=O)C.[C:27]([O-])(=O)[CH3:28].[NH4+:31].[C:32](O)(=O)[CH3:33]>>[C:21]1([C:18]2[N:31]=[C:28]([C:16]3[CH:15]=[C:10]([CH:9]=[CH:8][CH:7]=3)[C:11]([O:13][CH3:14])=[O:12])[CH:27]=[CH:33][CH:32]=2)[CH:26]=[CH:25][CH:24]=[CH:23][CH:22]=1 |f:2.3|. Procedure: Part B. A solution of (methyl 4-(3-dimethylamino-acryloyl)-benzoate) (100 mg) in acetic acid (5 mL) is treated with acetophenone and ammonium acetate (77 mg). The resulting mixture is heated to 80° C. for 18 h, then cooled and evaporated under a stream of nitrogen. The resulting solid is recrystallized in ethyl acetate-hexane to afford methyl 3-(6-phenyl-pyridin-2-yl)-benzoate. MS (ES+): m/e 290.2 (100). Starting materials: CC(=O)CC(C)C, OC(c1ccccc1)(c1ccccc1)c1ccccc1Cl, [Na+], [OH-], [O-]P(Oc1ccccc1)Oc1ccccc1, c1c[nH]cn1. Yields the product Clc1ccccc1C(c1ccccc1)(c1ccccc1)n1ccnc1. RXN SMILES: [CH2:45]([C:46]([CH3:47])=[O:48])[CH:49]([CH3:50])[CH3:51].[Cl:22][c:23]1[c:24]([C:29]([OH:30])([c:31]2[cH:32][cH:33][cH:34][cH:35][cH:36]2)[c:37]2[cH:38][cH:39][cH:40][cH:41][cH:42]2)[cH:25][cH:26][cH:27][cH:28]1.[Na+:44].[OH-:43].[P:1]([O-:2])([O:3][c:4]1[cH:5][cH:6][cH:7][cH:8][cH:9]1)[O:10][c:11]1[cH:12][cH:13][cH:14][cH:15][cH:16]1.[nH:17]1[cH:18][n:19][cH:20][cH:21]1>>[n:17]1([C:29]([c:24]2[c:23]([Cl:22])[cH:28][cH:27][cH:26][cH:25]2)([c:31]2[cH:32][cH:33][cH:34][cH:35][cH:36]2)[c:37]2[cH:38][cH:39][cH:40][cH:41][cH:42]2)[cH:18][n:19][cH:20][cH:21]1. The reactants are CCOc1ccc(O)cc1F, C1CCOC1, [H-], CCCCCC1CCC(C2CCC(CI)CC2)CC1, [Na+]. Yields the product CCCCCC1CCC(C2CCC(COc3ccc(OCC)c(F)c3)CC2)CC1. As a reaction SMILES: [CH2:20]([CH3:21])[O:22][c:23]1[c:24]([F:30])[cH:25][c:26]([OH:29])[cH:27][cH:28]1.[CH2:33]1[O:34][CH2:35][CH2:36][CH2:37]1.[H-:32].[I:1][CH2:2][CH:3]1[CH2:4][CH2:5][CH:6]([CH:9]2[CH2:10][CH2:11][CH:12]([CH2:15][CH2:16][CH2:17][CH2:18][CH3:19])[CH2:13][CH2:14]2)[CH2:7][CH2:8]1.[Na+:31]>>[CH2:2]([CH:3]1[CH2:4][CH2:5][CH:6]([CH:9]2[CH2:10][CH2:11][CH:12]([CH2:15][CH2:16][CH2:17][CH2:18][CH3:19])[CH2:13][CH2:14]2)[CH2:7][CH2:8]1)[O:29][c:26]1[cH:25][c:24]([F:30])[c:23]([O:22][CH2:20][CH3:21])[cH:28][cH:27]1. Reactants: BrB(Br)Br, CO, ClCCl, COC(=O)C1(c2cc(F)c(OC)c(F)c2)CC1. The product is COC(=O)C1(c2cc(F)c(O)c(F)c2)CC1. RXN SMILES: [Br:1][B:2]([Br:3])[Br:4].[CH3:22][OH:23].[Cl:24][CH2:25][Cl:26].[F:5][c:6]1[cH:7][c:8]([C:15]2([C:18](=[O:19])[O:20][CH3:21])[CH2:16][CH2:17]2)[cH:9][c:10]([F:14])[c:11]1[O:12][CH3:13]>>[F:5][c:6]1[cH:7][c:8]([C:15]2([C:18](=[O:19])[O:20][CH3:21])[CH2:16][CH2:17]2)[cH:9][c:10]([F:14])[c:11]1[OH:12]. The reactants are N (ammonia), O=C1N(C2=CC=CC=C2C12C1=C(OC2)C=C2OCCC2=C1)CC1=CC=C(O1)C(=O)O (5-[(2′-oxo-5,6-dihydrospiro[benzo[1,2-b:5,4-b′]difuran-3,3-indol]-1′(2′H)-yl)methyl]furan-2-carboxylic acid), Cl.CNC (dimethylamine hydrochloride), O=C1N(C2=CC=CC=C2C12C1=C(OC2)C=C2OCCC2=C1)CC=1OC=C(N1)C(=O)O (2-[(2′-oxo-5,6-dihydrospiro[benzo[1,2-b:5,4-b′]difuran-3,3′-indol]-1′(2′H)-yl)methyl]-1,3-oxazole-4-carboxylic acid). Solvent: O1CCOCC1 (dioxane). Yields the product O=C1N(C2=CC=CC=C2C12C1=C(OC2)C=C2OCCC2=C1)CC=1OC=C(N1)C(=O)N (2-[(2′-oxo-5,6-dihydrospiro[benzo[1,2-b:5,4-b′]difuran-3,3′-indol]-1′(2′H)-yl)methyl]-1,3-oxazole-4-carboxamide). As a reaction SMILES: N.Cl.C[NH:4]C.[O:6]=[C:7]1[C:15]2([CH2:19][O:18][C:17]3[CH:20]=[C:21]4[C:25](=[CH:26][C:16]2=3)[CH2:24][CH2:23][O:22]4)[C:14]2[C:9](=[CH:10][CH:11]=[CH:12][CH:13]=2)[N:8]1[CH2:27][C:28]1[O:29][CH:30]=[C:31]([C:33](O)=[O:34])[N:32]=1.O=C1C2(COC3C=C4C(=CC2=3)CCO4)C2C(=CC=CC=2)N1CC1OC(C(O)=O)=CC=1>O1CCOCC1>[O:6]=[C:7]1[C:15]2([CH2:19][O:18][C:17]3[CH:20]=[C:21]4[C:25](=[CH:26][C:16]2=3)[CH2:24][CH2:23][O:22]4)[C:14]2[C:9](=[CH:10][CH:11]=[CH:12][CH:13]=2)[N:8]1[CH2:27][C:28]1[O:29][CH:30]=[C:31]([C:33]([NH2:4])=[O:34])[N:32]=1 |f:1.2|. Procedure details: Following the procedure as described in EXAMPLE 13.1 and making non-critical variations using 4 M ammonia solution in dioxane to replace dimethylamine hydrochloride, 2-[(2′-oxo-5,6-dihydrospiro[benzo[1,2-b:5,4-b′]difuran-3,3′-indol]-1′(2′H)-yl)methyl]-1,3-oxazole-4-carboxylic acid to replace 5-[(2′-oxo-5,6-dihydrospiro[benzo[1,2-b:5,4-b′]difuran-3,3-indol]-1′(2′H)-yl)methyl]furan-2-carboxylic acid, 2-[(2′-oxo-5,6-dihydrospiro[benzo[1,2-b:5,4-b′]difuran-3,3′-indol]-1′(2′H)-yl)methyl]-1,3-oxazole-... The reactants are C1=CC=CC=2C3=CC=CC=C3C(C12)COC(=O)N[C@@H](CSCC(CC(=O)O)C(C=1C=NC=CC1)=O)C(=O)OC (3-({(2R)-2-[(fluoren-9-ylmethoxy)carbonylamino]-2-(methoxycarbonyl)ethylthio} methyl)-4-oxo-4-(3-pyridyl)butanoic acid), CC=1C=C(C=C(C1)C)N=C=O (3,5-dimethylphenyl isocyanate). Product: CC=1C=C(C=C(C1)C)NC(=O)N[C@@H](CSCC(CC(=O)O)C(C=1C=NC=CC1)=O)C(=O)OC (3-[((2R)-2-{[(3,5-Dimethylphenyl)amino]carbonylamino}-2-(methoxycarbonyl)ethylthio)methyl]-4-oxo-4-(3-pyridyl)butanoic Acid). Isolated yield 2.4%. RXN SMILES: C1C2C(CO[C:16]([NH:18][C@H:19]([C:36]([O:38][CH3:39])=[O:37])[CH2:20][S:21][CH2:22][CH:23]([C:28](=[O:35])[C:29]3[CH:30]=[N:31][CH:32]=[CH:33][CH:34]=3)[CH2:24][C:25]([OH:27])=[O:26])=[O:17])C3C(=CC=CC=3)C=2C=CC=1.[CH3:40][C:41]1[CH:42]=[C:43]([N:48]=C=O)[CH:44]=[C:45]([CH3:47])[CH:46]=1>>[CH3:40][C:41]1[CH:42]=[C:43]([NH:48][C:16]([NH:18][C@H:19]([C:36]([O:38][CH3:39])=[O:37])[CH2:20][S:21][CH2:22][CH:23]([C:28](=[O:35])[C:29]2[CH:30]=[N:31][CH:32]=[CH:33][CH:34]=2)[CH2:24][C:25]([OH:27])=[O:26])=[O:17])[CH:44]=[C:45]([CH3:47])[CH:46]=1. Procedure: The title compound was prepared from 3-({(2R)-2-[(fluoren-9-ylmethoxy)carbonylamino]-2-(methoxycarbonyl)ethylthio} methyl)-4-oxo-4-(3-pyridyl)butanoic acid and 3,5-dimethylphenyl isocyanate as described in Example 16 in a 2.4% yield; ESMS, (M+1)+474.